From a dataset of the Open Reaction Database (ORD), a public repository of structured organic reaction records. describe an organic reaction: reactants, conditions, products, and yield Reactants: C(\C=C\CCCCCCC)(=O)O (trans-2-decenoic acid), C(C)N(CCS)CC (2-(diethylamino)ethanethiol). Product: C(\C=C\CCCCCCC)(SCCN(CC)CC)=O ((E)-S-2-(diethylamino)ethyl dec-2-enethioate). As a reaction SMILES: [C:1]([OH:12])(=O)/[CH:2]=[CH:3]/[CH2:4][CH2:5][CH2:6][CH2:7][CH2:8][CH2:9][CH3:10].[CH2:13]([N:15]([CH2:19][CH3:20])[CH2:16][CH2:17][SH:18])[CH3:14]>>[C:1](=[O:12])([S:18][CH2:17][CH2:16][N:15]([CH2:19][CH3:20])[CH2:13][CH3:14])/[CH:2]=[CH:3]/[CH2:4][CH2:5][CH2:6][CH2:7][CH2:8][CH2:9][CH3:10]. Procedure details: The same operation as in Example 1-1 or 1-2 was carried out using trans-2-decenoic acid and 2-(diethylamino)ethanethiol as starting materials to give the aimed compound. Reactants: [Br-], CC1CN(C(=O)OC(C)(C)C)CCC1=O, C1CCOC1, [Mg+]c1ccc(Cl)cc1. Product: CC1CN(C(=O)OC(C)(C)C)CCC1(O)c1ccc(Cl)cc1. Reaction SMILES: [Br-:1].[C:10]([CH3:11])([CH3:12])([CH3:13])[O:14][C:15](=[O:16])[N:17]1[CH2:18][CH:19]([CH3:24])[C:20](=[O:23])[CH2:21][CH2:22]1.[CH2:25]1[O:26][CH2:27][CH2:28][CH2:29]1.[Cl:2][c:3]1[cH:4][cH:5][c:6]([Mg+:9])[cH:7][cH:8]1>>[Cl:2][c:3]1[cH:4][cH:5][c:6]([C:20]2([OH:23])[CH:19]([CH3:24])[CH2:18][N:17]([C:15]([O:14][C:10]([CH3:11])([CH3:12])[CH3:13])=[O:16])[CH2:22][CH2:21]2)[cH:7][cH:8]1. The reactants are C(N)(=O)C1=C(C=2N(N=C1)C=C(C2)C(=O)OCC)Cl (ethyl 3-carbamoyl-4-chloropyrrolo[1,2-b]pyridazine-6-carboxylate), CCN(C(C)C)C(C)C (DIPEA), CN1CCCC1=O (NMP), CCOC(=O)C (EtOAc). Yields the product C(N)(=O)C1=C(C=2N(N=C1)C=C(C2)C(=O)OCC)N[C@H](C)C2(CC2)C ((R)-ethyl 3-carbamoyl-4-((1-(1-methylcyclopropyl)ethyl)amino)pyrrolo[1,2-b]pyridazine-6-carboxylate). Yield: 81.0%. Reaction SMILES: [C:1]([C:4]1[CH:9]=[N:8][N:7]2[CH:10]=[C:11]([C:13]([O:15][CH2:16][CH3:17])=[O:14])[CH:12]=[C:6]2[C:5]=1Cl)(=[O:3])[NH2:2].CC[N:21]([CH:25]([CH3:27])[CH3:26])C(C)C.[CH3:28][CH2:29]OC(C)=O.[CH3:34]N1C(=O)CCC1>>[C:1]([C:4]1[CH:9]=[N:8][N:7]2[CH:10]=[C:11]([C:13]([O:15][CH2:16][CH3:17])=[O:14])[CH:12]=[C:6]2[C:5]=1[NH:21][C@@H:25]([C:26]1([CH3:34])[CH2:29][CH2:28]1)[CH3:27])(=[O:3])[NH2:2]. Reported procedure: A solution of ethyl 3-carbamoyl-4-chloropyrrolo[1,2-b]pyridazine-6-carboxylate (1.25 g, 4.67 mmol) (R)-1-(1-methylcyclopropyl)ethanamine (0.697 g, 5.14 mmol) and DIPEA (2.039 mL, 11.67 mmol) in NMP (Volume: 5 mL) was heated to 100° C. for 4 hr. The reaction mixture was added 100 mL of EtOAc which was washed with 50 mL of water, 50 mL of 10% LiCl solution and 50 mL of brine, dried over Na2SO4. Filtration and concentration to yield a crude product which was purified on silica gel column with hexan... The reactants are O=C([O-])O, COc1ccc(O)cc1, O=C(O)C1CCCc2ccc([N+](=O)[O-])cc21, [Na+], O, O=P(Cl)(Cl)Cl, c1ccncc1. Yields the product COc1ccc(OC(=O)C2CCCc3ccc([N+](=O)[O-])cc32)cc1. RXN SMILES: [C:31](=[O:32])([O-:33])[OH:34].[CH3:17][O:18][c:19]1[cH:20][cH:21][c:22]([OH:25])[cH:23][cH:24]1.[N+:1](=[O:2])([O-:3])[c:4]1[cH:5][cH:6][c:7]2[c:12]([cH:13]1)[CH:11]([C:14](=[O:15])[OH:16])[CH2:10][CH2:9][CH2:8]2.[Na+:35].[OH2:42].[P:26]([Cl:27])([Cl:28])([Cl:29])=[O:30].[cH:36]1[cH:37][cH:38][n:39][cH:40][cH:41]1>>[N+:1](=[O:2])([O-:3])[c:4]1[cH:5][cH:6][c:7]2[c:12]([cH:13]1)[CH:11]([C:14](=[O:15])[O:16][c:22]1[cH:21][cH:20][c:19]([O:18][CH3:17])[cH:24][cH:23]1)[CH2:10][CH2:9][CH2:8]2.